From a dataset of the Open Reaction Database (ORD), a public repository of structured organic reaction records. describe an organic reaction: reactants, conditions, products, and yield Reactants: CC(C)(C)N(C([O-])=O)CCCC1=CC(=CC=C1)N (1,1-dimethylethyl[3-(3-aminophenyl)propyl]carbamate), ClC1=NC(=NC(=C1C(=O)OCC)C)SC (ethyl 4-chloro-6-methyl-2-(methylthio)-5-pyrimidinecarboxylate), CCN(C(C)C)C(C)C (DIEA), CN(C)C=O (DMF). Conditions: temperature 75 celsius, time 8 hour. Product: CC(C)(C)OC(=O)NCCCC=1C=C(C=CC1)NC1=NC(=NC(=C1C(=O)OCC)C)SC (Ethyl 4-({3-[3-({[(1,1-dimethylethyl)oxy]carbonyl}amino)propyl]phenyl}amino)-6-methyl-2-(methylthio)-5-pyrimidinecarboxylate). Yield: 29.0%. Reaction SMILES: CC([N:5]([CH2:9][CH2:10][CH2:11][C:12]1[CH:17]=[CH:16][CH:15]=[C:14]([NH2:18])[CH:13]=1)[C:6](=[O:8])[O-:7])(C)C.Cl[C:20]1[C:25]([C:26]([O:28][CH2:29][CH3:30])=[O:27])=[C:24]([CH3:31])[N:23]=[C:22]([S:32][CH3:33])[N:21]=1.CCN([CH:40]([CH3:42])[CH3:41])C(C)C.[CH3:43]N(C=O)C>>[CH3:41][C:40]([O:7][C:6]([NH:5][CH2:9][CH2:10][CH2:11][C:12]1[CH:13]=[C:14]([NH:18][C:20]2[C:25]([C:26]([O:28][CH2:29][CH3:30])=[O:27])=[C:24]([CH3:31])[N:23]=[C:22]([S:32][CH3:33])[N:21]=2)[CH:15]=[CH:16][CH:17]=1)=[O:8])([CH3:42])[CH3:43]. Procedure details: To a solution of 1,1-dimethylethyl[3-(3-aminophenyl)propyl]carbamate (390 mg, 1.558 mmol) in DMF (5 mL) were added ethyl 4-chloro-6-methyl-2-(methylthio)-5-pyrimidinecarboxylate (307 mg, 1.246 mmol) and DIEA (0.298 mL, 1.714 mmol), and the reaction mixture was stirred at 75° C. overnight. The reaction was then concentrated and the residue was purified using column chromatography (silica gel, 0% to 50% EtOAc gradient in hexane) to afford the product (210 mg, 29% yield). Starting materials: NC=1C=C(C=CC1)/C(/C(=O)OCC)=N/OCC(=O)OC(C)(C)C (ethyl (Z)-3-amino-alpha-tert-butoxycarbonylmethoxyimino-phenylacetate), [N+](=O)([O-])C=1C=C(C=CC1)\C(\C(=O)OC)=N/O (methyl (E)-3-nitro-alpha-hydroxyiminophenylacetate). Yields the product NC=1C=C(C=CC1)\C(\C(=O)OC)=N/O (methyl (E)-3-amino-alpha-hydroxyiminophenylacetate). Reaction SMILES: [NH2:1][C:2]1[CH:3]=[C:4](/[C:8](=[N:14]/[O:15]CC(OC(C)(C)C)=O)/[C:9]([O:11][CH2:12]C)=[O:10])[CH:5]=[CH:6][CH:7]=1.[N+](C1C=C(/C(=N\O)/C(OC)=O)C=CC=1)([O-])=O>CO.[Pt](=O)=O>[NH2:1][C:2]1[CH:3]=[C:4](/[C:8](=[N:14]\[OH:15])/[C:9]([O:11][CH3:12])=[O:10])[CH:5]=[CH:6][CH:7]=1. Run in CO (methanol). Procedure details: Methyl (E)-3-amino-alpha-hydroxyiminophenylacetate can be obtained in the following manner: the reaction is carried out as in Example 9 for the preparation of ethyl (Z)-3-amino-alpha-tert-butoxycarbonylmethoxyimino-phenylacetate, but starting from 3.4 g of methyl (E)-3-nitro-alpha-hydroxyiminophenylacetate and 0.034 g of platinum dioxide in 20 cm3 of methanol. After treatment, 2.9 g of methyl (E)-3-amino-alpha-hydroxyiminophenylacetate are obtained in the form of a solid which is used as such in... The reagents and catalysts are [Pt](=O)=O (platinum dioxide). Starting materials: C(C=C)Br (allyl bromide), [H-].[Na+] (sodium hydride), suspension, C1CCOC1 (THF), O=C1NCCSCC1NC(OC(C)(C)C)=O (tert-butyl (5-oxoperhydro-1,4-thiazepin-6-yl)carbamate). The product is C(C=C)N1C(C(CSC2=C1C=CC=C2)NC(OC(C)(C)C)=O)=O (tert-butyl (5-allyl-4-oxo-2,3,4,5-tetrahydro-1,5-benzothiazepin-3-yl)-carbamate). Procedure details: 54 mg of sodium hydride as a 60% suspension (2.24 mmol) are introduced at room temperature into a 100 ml round-bottomed flask, with stirring and under an argon atmosphere, containing 25 ml of THF and 660 mg of 52 (2.24 mmol). The medium is stirred for 1 hour and 452 mg (2.24 mmol) of allyl bromide are then added. The medium is stirred overnight, 25 ml of EtOAc and 25 ml of water are added to the reaction medium and, after separation of the phases by settling, the organic phase is washed with 20 ... Reaction SMILES: [H-].[Na+].[CH2:3]1[CH2:7]O[CH2:5][CH2:4]1.[O:8]=[C:9]1[CH:15]([NH:16][C:17](=[O:23])[O:18][C:19]([CH3:22])([CH3:21])[CH3:20])[CH2:14][S:13][CH2:12][CH2:11][NH:10]1.[CH2:24](Br)[CH:25]=[CH2:26]>O.CCOC(C)=O>[CH2:26]([N:10]1[C:11]2[CH:5]=[CH:4][CH:3]=[CH:7][C:12]=2[S:13][CH2:14][CH:15]([NH:16][C:17](=[O:23])[O:18][C:19]([CH3:20])([CH3:22])[CH3:21])[C:9]1=[O:8])[CH:25]=[CH2:24] |f:0.1|. The yield is 81.0%. Run in O (water), CCOC(=O)C (EtOAc). Reactants: three, C[C@@H]1CC[C@@]2([C@H]([C@H]3[C@@H](O2)C[C@@H]4[C@@]3(CC[C@H]5[C@H]4CC=C6[C@@]5(CC[C@@H](C6)O)C)C)C)OC1 (nitrogen in), C(CC(=O)OCC)(=O)OCC (diethyl malonate), C(C)C1(COC1)CO (3-ethyl-3-hydroxymethyl oxetane), C(CCC)[Sn](CCCC)=O (dibutyl tin oxide). Run at temperature 140 celsius. Product: C(C)C12COC(OC1)(OC2)CC(=O)OCC (4-ethyl-1-(ethoxycarbonylmethyl)-2,6,7-trioxabicyclo [2.2.2]octane). As a reaction SMILES: C[C@H]1C[O:29][C@@:5]2([O:9][C@H:8]3C[C@H]4[C@@H]5CC=C6C[C@@H](O)CC[C@]6(C)[C@H]5CC[C@]4(C)[C@H:7]3[C@@H]2C)[CH2:4]C1.C(OCC)(=O)C[C:33](OCC)=[O:34].[CH2:42]([C:44]1([CH2:48][OH:49])[CH2:47][O:46][CH2:45]1)[CH3:43].C([Sn](=O)CCCC)CCC>>[CH2:42]([C:44]12[CH2:47][O:46][C:45]([CH2:4][C:5]([O:9][CH2:8][CH3:7])=[O:29])([O:49][CH2:48]1)[O:34][CH2:33]2)[CH3:43]. Procedure details: Into a 4 l three necked flask equipped with a stirrer, a distilling column, a nitrogen in- and outlet, a heating jacket, a thermocouple, and a vacuum pump were charged 1920 g of diethyl malonate (12 moles), 464 g of 3-ethyl-3-hydroxymethyl oxetane (4 moles), and 2,5 g of dibutyl tin oxide. The reaction mixture was heated to 140° C. upon which temperature the ethanol distillation began. The reaction temperature was gradually increased to 200° C. during 6 hours. During this time 171 g of ethanol w...